This data is from the Open Reaction Database (ORD), a public repository of structured organic reaction records. The task is: describe an organic reaction: reactants, conditions, products, and yield Solvent: CCO (EtOH), CCO (EtOH). Reaction conditions: temperature 75 celsius, time 30 minute. Starting materials: C(C)(C)N1CCN(CC1)C(=O)C1=CC=C(C=C1)CN1CCOCC1 ((4-isopropyl-piperazin-1-yl)-(4-morpholin-4-ylmethyl -phenyl)-methanone), C(\C=C/C(=O)O)(=O)O (maleic acid). Procedure details: To a solution of (4-isopropyl-piperazin-1-yl)-(4-morpholin-4-ylmethyl -phenyl)-methanone (3.0 g, 9.05 mmol) in absolute EtOH (20 mL) was added, via an addition funnel, a solution of maleic acid (3.3 g, 19.8 mmol) in absolute EtOH (20 mL) over 10 min. The resulting suspension was stirred at room temperature for 15 min, at 75° C. for 30 min, and was then allowed to cool to room temperature for 15 h. The reaction mixture was cooled further to 0° C. and was then stirred for 2 h. The resulting precip... RXN SMILES: [CH:1]([N:4]1[CH2:9][CH2:8][N:7]([C:10]([C:12]2[CH:17]=[CH:16][C:15]([CH2:18][N:19]3[CH2:24][CH2:23][O:22][CH2:21][CH2:20]3)=[CH:14][CH:13]=2)=[O:11])[CH2:6][CH2:5]1)([CH3:3])[CH3:2].[C:25]([OH:32])(=[O:31])/[CH:26]=[CH:27]\[C:28]([OH:30])=[O:29]>CCO>[C:25]([OH:32])(=[O:31])/[CH:26]=[CH:27]\[C:28]([OH:30])=[O:29].[C:25]([OH:32])(=[O:31])/[CH:26]=[CH:27]\[C:28]([OH:30])=[O:29].[CH:1]([N:4]1[CH2:9][CH2:8][N:7]([C:10]([C:12]2[CH:13]=[CH:14][C:15]([CH2:18][N:19]3[CH2:20][CH2:21][O:22][CH2:23][CH2:24]3)=[CH:16][CH:17]=2)=[O:11])[CH2:6][CH2:5]1)([CH3:3])[CH3:2] |f:3.4.5|. Yields the product C(\C=C/C(=O)O)(=O)O.C(\C=C/C(=O)O)(=O)O.C(C)(C)N1CCN(CC1)C(=O)C1=CC=C(C=C1)CN1CCOCC1 ((4-Isopropyl-piperazin-1-yl)-(4-morpholin-4-ylmethyl-phenyl)-methanone Bis-maleate Salt). Procedure: The title compound was prepared according to the procedure described in step 2 of Example 1 from 4-chloro-2-(ethoxycarbonylamino)benzonitrile (Example 1, step 1) and 2-bromoacetylfuran (prepared according to the method of S. Kajigaeshi et al., Bull. Chem. Soc. Jpn., 1987, 60, 1159-1160). tlc: Rf=0.4 (33% ethyl acetate in hexanes) The reactants are ClC1=CC(=C(C#N)C=C1)NC(=O)OCC (4-chloro-2-(ethoxycarbonylamino)benzonitrile), BrCC(=O)C=1OC=CC1 (2-bromoacetylfuran). Reaction SMILES: [Cl:1][C:2]1[CH:9]=[CH:8][C:5]([C:6]#[N:7])=[C:4]([NH:10][C:11]([O:13][CH2:14][CH3:15])=[O:12])[CH:3]=1.Br[CH2:17][C:18]([C:20]1[O:21][CH:22]=[CH:23][CH:24]=1)=[O:19]>C(OCC)(=O)C>[NH2:7][C:6]1[C:5]2[C:4](=[CH:3][C:2]([Cl:1])=[CH:9][CH:8]=2)[N:10]([C:11]([O:13][CH2:14][CH3:15])=[O:12])[C:17]=1[C:18]([C:20]1[O:21][CH:22]=[CH:23][CH:24]=1)=[O:19]. Run in C(C)(=O)OCC (ethyl acetate), hexanes. Product: NC1=C(N(C2=CC(=CC=C12)Cl)C(=O)OCC)C(=O)C=1OC=CC1 (3-Amino-6-chloro-1-(ethoxycarbonyl)-2-(2-furoyl)indole). Starting materials: CI, CO, Cl, CN(C(N)=S)C1CCC(N)CC1. The product is Cl, I, CSC(=N)N(C)C1CCC(N)CC1. RXN SMILES: [CH3:14][I:15].[CH3:16][OH:17].[ClH:13].[NH2:1][CH:2]1[CH2:3][CH2:4][CH:5]([N:8]([C:9](=[S:10])[NH2:11])[CH3:12])[CH2:6][CH2:7]1>>[ClH:13].[IH:15].[NH2:1][CH:2]1[CH2:3][CH2:4][CH:5]([N:8]([C:9]([S:10][CH3:14])=[NH:11])[CH3:12])[CH2:6][CH2:7]1. The reactants are COC=1C=C(CC2NCCC3=CC(=C(C=C23)OC)OC)C=CC1OC (1-(3,4-Dimethoxy-benzyl)-6,7-dimethoxy-1,2,3,4-tetrahydroisoquinoline), BrCC(=O)Br (2-bromoacetyl bromide), CC1C(C2=CC=CC=C2CC1)N (2-methyl-1,2,3,4-tetrahydro-1-naphthylamine). Yields the product COC=1C=C(CC2N(CCC3=CC(=C(C=C23)OC)OC)CC(=O)NC2C(CCC3=CC=CC=C23)C)C=CC1OC (2-[1-(3,4-Dimethoxy-benzyl)-6,7-dimethoxy-3,4-dihydro-1H-isoquinolin-2-yl]-N-(2-methyl-1,2,3,4-tetrahydro-naphthalen-1-yl)-acetamide). As a reaction SMILES: [CH3:1][O:2][C:3]1[CH:4]=[C:5]([CH:21]=[CH:22][C:23]=1[O:24][CH3:25])[CH2:6][CH:7]1[C:16]2[C:11](=[CH:12][C:13]([O:19][CH3:20])=[C:14]([O:17][CH3:18])[CH:15]=2)[CH2:10][CH2:9][NH:8]1.Br[CH2:27][C:28](Br)=[O:29].[CH3:31][CH:32]1[CH2:41][CH2:40][C:39]2[C:34](=[CH:35][CH:36]=[CH:37][CH:38]=2)[CH:33]1[NH2:42]>>[CH3:1][O:2][C:3]1[CH:4]=[C:5]([CH:21]=[CH:22][C:23]=1[O:24][CH3:25])[CH2:6][CH:7]1[C:16]2[C:11](=[CH:12][C:13]([O:19][CH3:20])=[C:14]([O:17][CH3:18])[CH:15]=2)[CH2:10][CH2:9][N:8]1[CH2:27][C:28]([NH:42][CH:33]1[C:34]2[C:39](=[CH:38][CH:37]=[CH:36][CH:35]=2)[CH2:40][CH2:41][CH:32]1[CH3:31])=[O:29]. Reported procedure: prepared by reaction of 1-(3,4-Dimethoxy-benzyl)-6,7-dimethoxy-1,2,3,4-tetrahydroisoquinoline and 2-bromoacetyl bromide with 2-methyl-1,2,3,4-tetrahydro-1-naphthylamine Starting materials: FC1=CC=C(C=C1)S(=O)(=O)CC=1N=C(OC1C)C1=CC=C(C(=O)OC)C=C1 (Methyl 4-(4-{[(4-Fluorophenyl)sulfonyl]methyl}-5-methyl-1,3-oxazol-2-yl)benzoate), [OH-].[Na+] (NaOH). Solvent: O1CCOCC1 (dioxane). Yields the product FC1=CC=C(C=C1)S(=O)(=O)CC=1N=C(OC1C)C1=CC=C(C(=O)O)C=C1 (4-(4-{[(4-Fluorophenyl)sulfonyl]methyl}-5-methyl-1,3-oxazol-2-yl)benzoic Acid). Isolated yield 74.8%. RXN SMILES: [F:1][C:2]1[CH:7]=[CH:6][C:5]([S:8]([CH2:11][C:12]2[N:13]=[C:14]([C:18]3[CH:27]=[CH:26][C:21]([C:22]([O:24]C)=[O:23])=[CH:20][CH:19]=3)[O:15][C:16]=2[CH3:17])(=[O:10])=[O:9])=[CH:4][CH:3]=1.[OH-].[Na+]>O1CCOCC1>[F:1][C:2]1[CH:7]=[CH:6][C:5]([S:8]([CH2:11][C:12]2[N:13]=[C:14]([C:18]3[CH:19]=[CH:20][C:21]([C:22]([OH:24])=[O:23])=[CH:26][CH:27]=3)[O:15][C:16]=2[CH3:17])(=[O:9])=[O:10])=[CH:4][CH:3]=1 |f:1.2|. Procedure details: Reaction of benzoate 46 (491 mg, 1.26 mmol) and 1 M NaOH (10 mL) in dioxane (10 mL) gave acid 47 (354 mg, 75%) as a white solid: mp (H2O) 269-272° C.; 1H NMR δ 13.20 (br s, 1H, CO2H), 8.05 (d, J=8.5 Hz, 2H, H-2, H-6), 7.91 (d, J=8.5 Hz, 2H, H-3, H-5), 7.84-7.89 (m, 2H, H-2′, H-6′), 7.47 (br t, J=8.8 Hz, 2H, H-3′, H-5′), 4.74 (s, 2H, CH2SO2), 2.06 (s, 3H, CH3); MS m/z 376.5 (MH+, 100%). Anal. calcd for C18H14FNO5S.¼H2O: C, 56.91; H, 3.85; N, 3.69. Found: C, 57.15; H, 3.63; N, 3.59%.